Dataset: the Open Reaction Database (ORD), a public repository of structured organic reaction records. Task: describe an organic reaction: reactants, conditions, products, and yield Reactants: C(C1=CC=CC=C1)N1CC2=C(CC1)C1=C(O2)C=CC=C1 (2-benzyl-1,2,3,4-tetrahydro[1]benzofuro[2,3-c]pyridine), ClC(=O)OC (methyl chloroformate). Solvent: ClC(C)Cl (dichloroethane). Product: C1N(CCC2=C1OC1=C2C=CC=C1)C(=O)OC (methyl 3,4-dihydro[1]benzofuro[2,3-c]pyridine-2(1H)-carboxylate). Yield: 86.5%. Reaction SMILES: C([N:8]1[CH2:13][CH2:12][C:11]2[C:14]3[CH:20]=[CH:19][CH:18]=[CH:17][C:15]=3[O:16][C:10]=2[CH2:9]1)C1C=CC=CC=1.Cl[C:22]([O:24][CH3:25])=[O:23]>ClC(Cl)C>[CH2:9]1[C:10]2[O:16][C:15]3[CH:17]=[CH:18][CH:19]=[CH:20][C:14]=3[C:11]=2[CH2:12][CH2:13][N:8]1[C:22]([O:24][CH3:25])=[O:23]. Reported procedure: A mixture of 2-benzyl-1,2,3,4-tetrahydro[1]benzofuro[2,3-c]pyridine (0.2 g, 0.75 mmol) and methyl chloroformate (0.358 g, 3.787 mmol) in dichloroethane (15 mL) was refluxed for 1 h. The reaction mixture was cooled to room temperature and washed with saturated NaHCO3 (25 mL). The organic layer was dried over anhydrous sodium sulfate, filtered and concentrated to furnish methyl 3,4-dihydro[1]benzofuro[2,3-c]pyridine-2(1H)-carboxylate (0.150 g, 85.7%). 1H NMR (200 MHz, CDCl3): δ 2.70-2.76 (m, 2H), ... Starting materials: CCOC(=O)C(C)(C)Oc1ccc(SCCc2nc(-c3ccc(-c4ccccc4)cc3)oc2C)cc1, CCO, Cl, [Na+], [OH-]. The product is Cc1oc(-c2ccc(-c3ccccc3)cc2)nc1CCSc1ccc(OC(C)(C)C(=O)O)cc1. RXN SMILES: [CH2:1]([CH3:2])[O:3][C:4]([C:5]([CH3:6])([O:7][c:8]1[cH:9][cH:10][c:11]([S:14][CH2:15][CH2:16][c:17]2[n:18][c:19](-[c:23]3[cH:24][cH:25][c:26](-[c:29]4[cH:30][cH:31][cH:32][cH:33][cH:34]4)[cH:27][cH:28]3)[o:20][c:21]2[CH3:22])[cH:12][cH:13]1)[CH3:35])=[O:36].[CH3:40][CH2:41][OH:42].[ClH:39].[Na+:38].[OH-:37]>>[O:3]=[C:4]([C:5]([CH3:6])([O:7][c:8]1[cH:9][cH:10][c:11]([S:14][CH2:15][CH2:16][c:17]2[n:18][c:19](-[c:23]3[cH:24][cH:25][c:26](-[c:29]4[cH:30][cH:31][cH:32][cH:33][cH:34]4)[cH:27][cH:28]3)[o:20][c:21]2[CH3:22])[cH:12][cH:13]1)[CH3:35])[OH:36]. Reactants: CC(=O)O, COC(=O)CN(C)Cc1ccc([N+](=O)[O-])cc1, [Fe]. The product is COC(=O)CN(C)Cc1ccc(N)cc1. Reaction SMILES: [CH3:18][C:19](=[O:20])[OH:21].[CH3:1][O:2][C:3]([CH2:4][N:5]([CH3:6])[CH2:7][c:8]1[cH:9][cH:10][c:11]([N+:14]([O-:15])=[O:16])[cH:12][cH:13]1)=[O:17].[Fe:22]>>[CH3:1][O:2][C:3]([CH2:4][N:5]([CH3:6])[CH2:7][c:8]1[cH:9][cH:10][c:11]([NH2:14])[cH:12][cH:13]1)=[O:17]. Reactants: C1(=CC=C(C=C1)OC1=CC=C(C=C1)C)C (p-tolyl ether), FC(F)(F)C(=O)C1=CC=CC=C1 (trifluoromethylphenyl ketone). The product is II, C1(=CC=CC=C1)C1(C2=CC(=CC=C2OC=2C=CC(=CC12)C)C)C(F)(F)F (9-phenyl-9-trifluoromethyl-2,7-dimethylxanthene). As a reaction SMILES: [C:1]1([CH3:15])[CH:6]=[CH:5][C:4]([O:7][C:8]2[CH:13]=[CH:12][C:11]([CH3:14])=[CH:10][CH:9]=2)=[CH:3][CH:2]=1.[F:16][C:17]([C:20]([C:22]1[CH:27]=[CH:26][CH:25]=[CH:24][CH:23]=1)=O)([F:19])[F:18]>>[C:22]1([C:20]2([C:17]([F:16])([F:18])[F:19])[C:5]3[CH:6]=[C:1]([CH3:15])[CH:2]=[CH:3][C:4]=3[O:7][C:8]3[C:13]2=[CH:12][C:11]([CH3:14])=[CH:10][CH:9]=3)[CH:27]=[CH:26][CH:25]=[CH:24][CH:23]=1. Procedure details: The parent monomer (II, Rf =CF3) was prepared (Scheme VI) using the single-bridging process by reaction of p-tolyl ether (X) and trifluoromethylphenyl ketone in HF at 130° C. to provide 9-phenyl-9-trifluoromethyl-2,7-dimethylxanthene (XIX), followed by oxidation to the dicarboxylic acid (XX) and catalytic decarboxylation to (II). The diacid (XX) could also be converted to the diacyl chloride (XXI), then to the diacyl azide and, finally, to the diisocyanate (XXII) as previously described.